This data is from the Open Reaction Database (ORD), a public repository of structured organic reaction records. The task is: describe an organic reaction: reactants, conditions, products, and yield Starting materials: [N+](=O)(O)[O-] (nitric acid), ice, O1CCOCC1 (Dioxane), COC1=C(C(=C(C2=CC=CC=C12)OC)CCCCC#CCCCC#CCO)C (1,4-dimethoxy-2-methyl-3-[(12-hydroxy-5,10-dodecadiynyl)]naphthalene). The reagents and catalysts are [Ag]=O (silver oxide). The solvent is O (Water). The product is CC=1C(C2=CC=CC=C2C(C1CCCCC#CCCCC#CCO)=O)=O (2-methyl-3-(12-hydroxy-5,10-dodecadiynyl)-1,4-naphthoquinone). The yield is 89.9%. As a reaction SMILES: O1CCOCC1.C[O:8][C:9]1[C:18]2[C:13](=[CH:14][CH:15]=[CH:16][CH:17]=2)[C:12]([O:19]C)=[C:11]([CH2:21][CH2:22][CH2:23][CH2:24][C:25]#[C:26][CH2:27][CH2:28][CH2:29][C:30]#[C:31][CH2:32][OH:33])[C:10]=1[CH3:34].[N+]([O-])(O)=O>[Ag]=O.O>[CH3:34][C:10]1[C:9](=[O:8])[C:18]2[C:13]([C:12](=[O:19])[C:11]=1[CH2:21][CH2:22][CH2:23][CH2:24][C:25]#[C:26][CH2:27][CH2:28][CH2:29][C:30]#[C:31][CH2:32][OH:33])=[CH:14][CH:15]=[CH:16][CH:17]=2. Procedure: Dioxane (15 ml) was added to 1,4-dimethoxy-2-methyl-3-[(12-hydroxy-5,10-dodecadiynyl)]naphthalene (II, 0.57 g, 1.5 mmole) and silver oxide (0.74 g, 6.0 mmole), and the mixture was stirred under cooling with ice. 6 N nitric acid (1.5 ml) was added to the mixture over a 5-minute period and, 5 minutes later, the ice bath was taken off, followed by stirring at room temperature for 30 minutes. Water (20 ml) was added to the reaction solution, and the dioxane was distilled off under reduced pressure. ... The reactants are CC(=O)OCCc1ccc(-n2c(C(C)(C)Cl)nc3cc(C(F)(F)F)c(Cl)cc32)cc1, [N-]=[N+]=[N-], [Na+], CN(C)C=O, O. Yields the product CC(=O)OCCc1ccc(-n2c(C(C)(C)N=[N+]=[N-])nc3cc(C(F)(F)F)c(Cl)cc32)cc1. RXN SMILES: [C:1]([CH3:2])(=[O:3])[O:4][CH2:5][CH2:6][c:7]1[cH:8][cH:9][c:10](-[n:13]2[c:14]([C:27]([CH3:28])([CH3:29])[Cl:30])[n:15][c:16]3[c:17]2[cH:18][c:19]([Cl:26])[c:20]([C:22]([F:23])([F:24])[F:25])[cH:21]3)[cH:11][cH:12]1.[N-:32]=[N+:33]=[N-:34].[Na+:31].[O:36]=[CH:37][N:38]([CH3:39])[CH3:40].[OH2:35]>>[C:1]([CH3:2])(=[O:3])[O:4][CH2:5][CH2:6][c:7]1[cH:8][cH:9][c:10](-[n:13]2[c:14]([C:27]([CH3:28])([CH3:29])[N:32]=[N+:33]=[N-:34])[n:15][c:16]3[c:17]2[cH:18][c:19]([Cl:26])[c:20]([C:22]([F:23])([F:24])[F:25])[cH:21]3)[cH:11][cH:12]1. Reactants: ClC1=C(C=C2C(C(NC2=C1)=O)=O)OC (6-chloro-5-methoxyisatin), C(C)(=O)O (acetic acid). Reagents/catalysts: [O-2].[O-2].[O-2].[Cr+6] (Chromium trioxide), [O-2].[O-2].[O-2].[Cr+6] (chromium trioxide). Solvent: C(C)(=O)OC(C)=O (acetic anhydride), O (water). Yields the product ClC1=CC2=C(C(OC(N2)=O)=O)C=C1OC (7-chloro-6-methoxy-1H-3,1-benzoxazine-2,4-dione). As a reaction SMILES: [Cl:1][C:2]1[CH:10]=[C:9]2[C:5]([C:6](=[O:12])[C:7](=[O:11])[NH:8]2)=[CH:4][C:3]=1[O:13][CH3:14].C(O)(=[O:17])C>C(OC(=O)C)(=O)C.O.[O-2].[O-2].[O-2].[Cr+6]>[Cl:1][C:2]1[C:3]([O:13][CH3:14])=[CH:4][C:5]2[C:6](=[O:12])[O:11][C:7](=[O:17])[NH:8][C:9]=2[CH:10]=1 |f:4.5.6.7|. Procedure details: Chromium trioxide (4.7 g) was added in small portions to a stirred suspension of 6-chloro-5-methoxyisatin (5.9 g) in glacial acetic acid (22 ml) and acetic anhydride (22 ml) at 80°. Some spontaneous ignition of the chromium trioxide was observed where this reagent became exposed to the air in the stirring vortex. The mixture was cooled and diluted with water (100 ml). The solid product was recrystallised from industrial methylated spirit to give the novel compound 7-chloro-6-methoxy-1H-3,1-benzo... Reactants: ClCCl, O=C(O)c1ccccn1, NC(c1ccccc1)C(N)c1ccccc1. Product: NC(c1ccccc1)C(NCc1ccccn1)c1ccccc1. Reaction SMILES: [Cl:26][CH2:27][Cl:28].[OH:17][C:18](=[O:19])[c:20]1[cH:21][cH:22][cH:23][cH:24][n:25]1.[c:1]1([CH:7]([CH:8]([NH2:9])[c:10]2[cH:11][cH:12][cH:13][cH:14][cH:15]2)[NH2:16])[cH:2][cH:3][cH:4][cH:5][cH:6]1>>[c:1]1([CH:7]([CH:8]([NH2:9])[c:10]2[cH:11][cH:12][cH:13][cH:14][cH:15]2)[NH:16][CH2:18][c:20]2[cH:21][cH:22][cH:23][cH:24][n:25]2)[cH:2][cH:3][cH:4][cH:5][cH:6]1.